From a dataset of the Open Reaction Database (ORD), a public repository of structured organic reaction records. describe an organic reaction: reactants, conditions, products, and yield The reactants are CCOc1ccc(OCC2CCC(C3CCC(=O)OC3)CC2)c(F)c1F, [Li]CCC, C1CCOC1, [Cl-], [NH4+]. Product: CCCC1(O)CCC(C2CCC(COc3ccc(OCC)c(F)c3F)CC2)CO1. RXN SMILES: [CH2:1]([CH3:2])[O:3][c:4]1[c:5]([F:26])[c:6]([F:25])[c:7]([O:8][CH2:9][CH:10]2[CH2:11][CH2:12][CH:13]([CH:16]3[CH2:17][CH2:18][C:19](=[O:22])[O:20][CH2:21]3)[CH2:14][CH2:15]2)[cH:23][cH:24]1.[CH2:27]([CH2:28][CH3:29])[Li:30].[CH2:33]1[O:34][CH2:35][CH2:36][CH2:37]1.[Cl-:31].[NH4+:32]>>[CH2:1]([CH3:2])[O:3][c:4]1[c:5]([F:26])[c:6]([F:25])[c:7]([O:8][CH2:9][CH:10]2[CH2:11][CH2:12][CH:13]([CH:16]3[CH2:17][CH2:18][C:19]([OH:22])([CH2:27][CH2:28][CH3:29])[O:20][CH2:21]3)[CH2:14][CH2:15]2)[cH:23][cH:24]1. The product is CCN(CC1OC(n2cnc3c(N)ncnc32)C2OC(C)(C)OC12)C1CC(CCC(=O)O)C1. The reactants are CO, CCN(CC1OC(n2cnc3c(N)ncnc32)C2OC(C)(C)OC12)C1CC(CCC(=O)OCc2ccccc2)C1. RXN SMILES: [CH3:41][OH:42].[NH2:1][c:2]1[c:3]2[n:4][cH:5][n:6]([CH:11]3[O:12][CH:13]([CH2:21][N:22]([CH:23]4[CH2:24][CH:25]([CH2:27][CH2:28][C:29](=[O:30])[O:31][CH2:32][c:33]5[cH:34][cH:35][cH:36][cH:37][cH:38]5)[CH2:26]4)[CH2:39][CH3:40])[CH:14]4[CH:15]3[O:16][C:17]([CH3:19])([CH3:20])[O:18]4)[c:7]2[n:8][cH:9][n:10]1>>[NH2:1][c:2]1[c:3]2[n:4][cH:5][n:6]([CH:11]3[O:12][CH:13]([CH2:21][N:22]([CH:23]4[CH2:24][CH:25]([CH2:27][CH2:28][C:29](=[O:30])[OH:31])[CH2:26]4)[CH2:39][CH3:40])[CH:14]4[CH:15]3[O:16][C:17]([CH3:19])([CH3:20])[O:18]4)[c:7]2[n:8][cH:9][n:10]1.